describe an organic reaction: reactants, conditions, products, and yield From a dataset of the Open Reaction Database (ORD), a public repository of structured organic reaction records. The reactants are ClCCCl, CN(C)c1ccncc1, CS(C)=O, ClCCl, CN(CCN1CCCC1COC1COc2ccccc2-c2c(C3CCCCC3)c3ccc(C(=O)O)cc3n2C1)S(N)(=O)=O. The product is CN1CCN2CCCC2COC2COc3ccccc3-c3c(C4CCCCC4)c4ccc(cc4n3C2)C(=O)NS1(=O)=O. RXN SMILES: [CH2:44]([Cl:45])[CH2:46][Cl:47].[CH3:51][N:52]([c:53]1[cH:54][cH:55][n:56][cH:57][cH:58]1)[CH3:59].[CH3:60][S:61]([CH3:62])=[O:63].[Cl:48][CH2:49][Cl:50].[NH2:1][S:2](=[O:3])(=[O:4])[N:5]([CH2:6][CH2:7][N:8]1[CH:9]([CH2:13][O:14][CH:15]2[CH2:16][O:17][c:18]3[c:19]([cH:39][cH:40][cH:41][cH:42]3)-[c:20]3[n:21]([c:23]4[cH:24][c:25]([C:36](=[O:37])[OH:38])[cH:26][cH:27][c:28]4[c:29]3[CH:30]3[CH2:31][CH2:32][CH2:33][CH2:34][CH2:35]3)[CH2:22]2)[CH2:10][CH2:11][CH2:12]1)[CH3:43]>>[NH:1]1[S:2](=[O:3])(=[O:4])[N:5]([CH3:43])[CH2:6][CH2:7][N:8]2[CH:9]([CH2:10][CH2:11][CH2:12]2)[CH2:13][O:14][CH:15]2[CH2:16][O:17][c:18]3[c:19]([cH:39][cH:40][cH:41][cH:42]3)-[c:20]3[n:21]([c:23]4[cH:24][c:25]([cH:26][cH:27][c:28]4[c:29]3[CH:30]3[CH2:31][CH2:32][CH2:33][CH2:34][CH2:35]3)[C:36]1=[O:37])[CH2:22]2.